describe an organic reaction: reactants, conditions, products, and yield From a dataset of the Open Reaction Database (ORD), a public repository of structured organic reaction records. Starting materials: O (Water), BrC1=C(C=CC=C1)CCCN1C=C(C2=CC=C(C=C12)C(=O)OC)C1CCCCC1 (methyl 1-[3-(2-bromophenyl)propyl]-3-cyclohexyl-1H-indole-6-carboxylate), C(C)(=O)[O-].[K+] (potassium acetate). The reagents and catalysts are C=1C=CC(=CC1)[P](C=2C=CC=CC2)(C=3C=CC=CC3)[Pd]([P](C=4C=CC=CC4)(C=5C=CC=CC5)C=6C=CC=CC6)([P](C=7C=CC=CC7)(C=8C=CC=CC8)C=9C=CC=CC9)[P](C=1C=CC=CC1)(C=1C=CC=CC1)C=1C=CC=CC1 (tetrakis(triphenylphosphine)palladium). Run in CN(C(C)=O)C (N,N-dimethylacetamide). Reaction conditions: temperature 160 celsius, time 5 hour. The product is C1(CCCCC1)C1=C2N(C=3C=C(C=CC13)C(=O)OC)CCCC1=C2C=CC=C1 (methyl 13-cyclohexyl-6,7-dihydro-5H-benzo[3,4]azepino[1,2-a]indole-10-carboxylate). The yield is 26.8%. As a reaction SMILES: Br[C:2]1[CH:7]=[CH:6][CH:5]=[CH:4][C:3]=1[CH2:8][CH2:9][CH2:10][N:11]1[C:19]2[C:14](=[CH:15][CH:16]=[C:17]([C:20]([O:22][CH3:23])=[O:21])[CH:18]=2)[C:13]([CH:24]2[CH2:29][CH2:28][CH2:27][CH2:26][CH2:25]2)=[CH:12]1.C([O-])(=O)C.[K+].O>CN(C)C(=O)C.C1C=CC([P]([Pd]([P](C2C=CC=CC=2)(C2C=CC=CC=2)C2C=CC=CC=2)([P](C2C=CC=CC=2)(C2C=CC=CC=2)C2C=CC=CC=2)[P](C2C=CC=CC=2)(C2C=CC=CC=2)C2C=CC=CC=2)(C2C=CC=CC=2)C2C=CC=CC=2)=CC=1>[CH:24]1([C:13]2[C:14]3[CH:15]=[CH:16][C:17]([C:20]([O:22][CH3:23])=[O:21])=[CH:18][C:19]=3[N:11]3[CH2:10][CH2:9][CH2:8][C:3]4[CH:4]=[CH:5][CH:6]=[CH:7][C:2]=4[C:12]=23)[CH2:25][CH2:26][CH2:27][CH2:28][CH2:29]1 |f:1.2,^1:45,47,66,85|. Procedure: To a solution of methyl 1-[3-(2-bromophenyl)propyl]-3-cyclohexyl-1H-indole-6-carboxylate (250 mg, 0.550 mmol) in N,N-dimethylacetamide (7.5 ml) were added potassium acetate (59 mg, 0.605 mmol) and tetrakis(triphenylphosphine)palladium (32 mg, 0.0275 mmol), and the mixture was stirred at 160° C. for 5 hr. The reaction mixture was allowed to cool to room temperature. Water was added to the reaction mixture and the mixture was extracted with ethyl acetate. The organic layer was washed successively ... Reactants: COc1ccc2c(c1)cc(C=Cc1c(Cl)cccc1OC)n2CCCO[Si](C)(C)C(C)(C)C, O=C1C=CC(=O)N1. Yields the product COc1ccc2c(c1)c1c(n2CCCO[Si](C)(C)C(C)(C)C)CC(c2c(Cl)cccc2OC)C2C(=O)NC(=O)C12. As a reaction SMILES: [C:1]([CH3:2])([CH3:3])([CH3:4])[Si:5]([O:6][CH2:7][CH2:8][CH2:9][n:10]1[c:11]([CH:21]=[CH:22][c:23]2[c:24]([Cl:31])[cH:25][cH:26][cH:27][c:28]2[O:29][CH3:30])[cH:12][c:13]2[cH:14][c:15]([O:19][CH3:20])[cH:16][cH:17][c:18]12)([CH3:32])[CH3:33].[O:34]=[C:35]1[NH:36][C:37](=[O:38])[CH:39]=[CH:40]1>>[C:1]([CH3:2])([CH3:3])([CH3:4])[Si:5]([O:6][CH2:7][CH2:8][CH2:9][n:10]1[c:11]2[c:12]([c:13]3[cH:14][c:15]([O:19][CH3:20])[cH:16][cH:17][c:18]13)[CH:39]1[C:37](=[O:38])[NH:36][C:35](=[O:34])[CH:40]1[CH:22]([c:23]1[c:24]([Cl:31])[cH:25][cH:26][cH:27][c:28]1[O:29][CH3:30])[CH2:21]2)([CH3:32])[CH3:33]. Reactants: COP(OC)(=O)C=1C=C2C(=NNC2=CC1)\C=C\C1=CC=CC=C1 ([3-((E)-Styryl)-1H-indazol-5-yl]phosphonic acid dimethyl ester), Cl (hydrochloric acid). Run in [OH-].[Na+] (sodium hydroxide), CO (methanol). Reaction conditions: time 4 hour. Yields the product COP(O)(=O)C=1C=C2C(=NNC2=CC1)\C=C\C1=CC=CC=C1 ([3-((E)-styryl)-1H-indazol-5-yl]phosphonic acid monomethyl ester). Yield: 101.6%. Reaction SMILES: [CH3:1][O:2][P:3]([C:7]1[CH:8]=[C:9]2[C:13](=[CH:14][CH:15]=1)[NH:12][N:11]=[C:10]2/[CH:16]=[CH:17]/[C:18]1[CH:23]=[CH:22][CH:21]=[CH:20][CH:19]=1)(=[O:6])[O:4]C.Cl>[OH-].[Na+].CO>[CH3:1][O:2][P:3]([C:7]1[CH:8]=[C:9]2[C:13](=[CH:14][CH:15]=1)[NH:12][N:11]=[C:10]2/[CH:16]=[CH:17]/[C:18]1[CH:23]=[CH:22][CH:21]=[CH:20][CH:19]=1)(=[O:4])[OH:6] |f:2.3|. Procedure details: 18.5 mg of [3-((E)-Styryl)-1H-indazol-5-yl]phosphonic acid dimethyl ester are dissolved in 500 μl of 1M sodium hydroxide solution in methanol. The medium is stirred at ambient temperature for 4 hours. 100 μl of 2N hydrochloric acid are added to the mixture, which is stirred for 15 min at ambient temperature. The organic phase is extracted with 3 ml of ethyl acetate. The solvent is evaporated off under vacuum in a centrifugal evaporator to obtain 18 mg of the title compound. The reactants are C1(=CC=CC=C1)OS(N)(=O)=O (sulfamic acid phenyl ester), CC1(CC1)O (1-methylcyclopropanol). Yields the product CC1(CC1)OS(N)(=O)=O (sulfamic acid 1-methyl-cyclopropyl ester). RXN SMILES: [C:1]1([O:7][S:8](=[O:11])(=[O:10])[NH2:9])[CH:6]=CC=[CH:3][CH:2]=1.CC1(O)CC1>>[CH3:6][C:1]1([O:7][S:8](=[O:11])(=[O:10])[NH2:9])[CH2:3][CH2:2]1. Procedure: Sulfamic acid 1-methyl-cyclopropyl ester was synthesized according to the method presented in the synthesis of sulfamic acid phenyl ester in Example 1 with the exception of utilizing 1-methylcyclopropanol (synthesized by methods reported in Synthesis 1991, 234) to obtain sulfamic acid 1-methyl-cyclopropyl ester. Starting materials: C(C)(=O)N[C@@H]1[C@H](CC(C([O-])=O)(O)O[C@H]1[C@H](O)[C@H](O)CO)O (N-acetylneuraminate), [OH-].[Na+] (sodium hydroxide). The solvent is O (water). Yields the product C(C)(=O)N[C@@H]1[C@H](CC(C([O-])=O)(O)O[C@H]1[C@H](O)[C@H](O)CO)O.[Na+] (sodium N-acetylneuraminate). RXN SMILES: [C:1]([NH:4][C@H:5]1[C@H:14]([C@@H:15]([C@@H:17]([CH2:19][OH:20])[OH:18])[OH:16])[O:13][C:8]([OH:12])([C:9](=[O:11])[O-:10])[CH2:7][C@@H:6]1[OH:21])(=[O:3])[CH3:2].[OH-].[Na+:23]>O>[C:1]([NH:4][C@H:5]1[C@H:14]([C@@H:15]([C@@H:17]([CH2:19][OH:20])[OH:18])[OH:16])[O:13][C:8]([OH:12])([C:9](=[O:10])[O-:11])[CH2:7][C@@H:6]1[OH:21])(=[O:3])[CH3:2].[Na+:23] |f:1.2,4.5|. Procedure: 500 g of N-acetylneuraminate was dissolved in 5,000 ml of water, 5 g of active carbon was added thereto and 1617 ml of a 1N sodium hydroxide solution was added to the solution in a nitrogen gas stream to adjust pH to 7.8. The reaction solution was filtered through a 0.2 μm filter and the filtrate was lyophilized to give 535 g (constant amount) of sodium N-acetylneuraminate as colorless powder. Reactants: ClC=1C=NC=C(C1)OC1=C(C=C(C=C1)C(F)(F)F)N (4-(3-chloro-5-pyridyloxy)-3-aminobenzotrifluoride), IC1=CC=C(C=C1)S(=O)(=O)Cl (4-iodobenzenesulfonyl chloride). The product is ClC=1C=NC=C(C1)OC1=C(C=C(C=C1)C(F)(F)F)NS(=O)(=O)C1=CC=C(C=C1)I (4-(3-chloro-5-pyridyloxy)-3-(4-iodobenzenesulfonamido)benzotrifluoride). Isolated yield 61.8%. RXN SMILES: [Cl:1][C:2]1[CH:3]=[N:4][CH:5]=[C:6]([O:8][C:9]2[CH:14]=[CH:13][C:12]([C:15]([F:18])([F:17])[F:16])=[CH:11][C:10]=2[NH2:19])[CH:7]=1.[I:20][C:21]1[CH:26]=[CH:25][C:24]([S:27](Cl)(=[O:29])=[O:28])=[CH:23][CH:22]=1>>[Cl:1][C:2]1[CH:3]=[N:4][CH:5]=[C:6]([O:8][C:9]2[CH:14]=[CH:13][C:12]([C:15]([F:17])([F:16])[F:18])=[CH:11][C:10]=2[NH:19][S:27]([C:24]2[CH:25]=[CH:26][C:21]([I:20])=[CH:22][CH:23]=2)(=[O:29])=[O:28])[CH:7]=1. Procedure details: Using the method of Example 17.4, 4-(3-chloro-5-pyridyloxy)-3-aminobenzotrifluoride (0.41 g) and 4-iodobenzenesulfonyl chloride (0.30 g) were combined to provide the title compound (0.34 g) as crystals directly from the reaction mixture. mp 192-193° C.